Dataset: the Open Reaction Database (ORD), a public repository of structured organic reaction records. Task: describe an organic reaction: reactants, conditions, products, and yield Isolated yield 88.8%. Reported procedure: The desired product was prepared using a procedure similar to step 4 of example 3. Thus, 1-benzyl-5-(4-methoxy-phenyl)-3-pentyl-2-phenyl-1H-indole (0.708 g, 1.54 mmol) was reacted with BBr3 (1.9 ml of a 1M solution in CH2Cl2) to give the product (0.609 g, 1.367 mmol, 89%) as a viscous oil. 1H NMR (DMSO-d6) δ 0.76 (t, J=69 Hz, 3H), 1.13-1.22 (m, 4H), 1.53-1.59 (m, 2H), 2.67 (t, J=7.3 Hz, 2H), 5.26 (s, 2H), 6.82-6.85 (m, 4H), 7.14 (t, J=7.2 Hz, 1H), 7.19 (t, J=6.9 Hz, 2H), 7.29-7.37 (m, 4H), 7.41-... Reaction SMILES: [CH2:1]([N:8]1[C:16]2[C:11](=[CH:12][C:13]([C:17]3[CH:22]=[CH:21][C:20]([O:23]C)=[CH:19][CH:18]=3)=[CH:14][CH:15]=2)[C:10]([CH2:25][CH2:26][CH2:27][CH2:28][CH3:29])=[C:9]1[C:30]1[CH:35]=[CH:34][CH:33]=[CH:32][CH:31]=1)[C:2]1[CH:7]=[CH:6][CH:5]=[CH:4][CH:3]=1.B(Br)(Br)Br>C(Cl)Cl>[CH2:1]([N:8]1[C:16]2[C:11](=[CH:12][C:13]([C:17]3[CH:22]=[CH:21][C:20]([OH:23])=[CH:19][CH:18]=3)=[CH:14][CH:15]=2)[C:10]([CH2:25][CH2:26][CH2:27][CH2:28][CH3:29])=[C:9]1[C:30]1[CH:31]=[CH:32][CH:33]=[CH:34][CH:35]=1)[C:2]1[CH:3]=[CH:4][CH:5]=[CH:6][CH:7]=1. Run in C(Cl)Cl (CH2Cl2). Starting materials: C(C1=CC=CC=C1)N1C(=C(C2=CC(=CC=C12)C1=CC=C(C=C1)OC)CCCCC)C1=CC=CC=C1 (1-benzyl-5-(4-methoxy-phenyl)-3-pentyl-2-phenyl-1H-indole), B(Br)(Br)Br (BBr3), solution. Yields the product C(C1=CC=CC=C1)N1C(=C(C2=CC(=CC=C12)C1=CC=C(C=C1)O)CCCCC)C1=CC=CC=C1 (4-(1-Benzyl-3-pentyl-2-phenyl-1H-indol-5-yl)-phenol), product. The reactants are ClCCl, CC12CC(=O)C(C)(C)C1C(O)C2, O=C(OO)c1cccc(Cl)c1, [Na+], [Na+], [Na+], O=C([O-])O, O=S([O-])([O-])=S. Yields the product CC12CC(=O)OC(C)(C)C1C(O)C2. Reaction SMILES: [CH2:36]([Cl:37])[Cl:38].[CH3:1][C:2]12[CH2:3][C:4](=[O:12])[C:5]([CH3:10])([CH3:11])[CH:6]1[CH:7]([OH:9])[CH2:8]2.[Cl:13][c:14]1[cH:15][cH:16][cH:17][c:18]([C:19]([O:20][OH:22])=[O:21])[cH:23]1.[Na+:24].[Na+:34].[Na+:35].[OH:25][C:26](=[O:27])[O-:28].[S:29]([O-:30])([O-:31])(=[O:32])=[S:33]>>[CH3:1][C:2]12[CH2:3][C:4](=[O:12])[O:21][C:5]([CH3:10])([CH3:11])[CH:6]1[CH:7]([OH:9])[CH2:8]2. Reactants: CN1C(=C(C2=CC(=CC=C12)C1=CC=C(OCC#N)C=C1)CCCCC)C1=CC=CC=C1 ([4-(1-methyl-3-pentyl-2-phenyl-1H-indol-5-yl)-phenoxy]-acetonitrile), [N-]=[N+]=[N-].[Na+] (NaN3), [NH4+].[Cl-] (NH4Cl). Solvent: CN(C)C=O (DMF). Yields the product CN1C(=C(C2=CC(=CC=C12)C1=CC=C(C=C1)OCC1=NN=NN1)CCCCC)C1=CC=CC=C1 (1-Methyl-3-pentyl-2-phenyl-5-[4-(1H-tetrazol-5-ylmethoxy)-phenyl]-1H-indole), product. Yield: 69.6%. Reaction SMILES: [CH3:1][N:2]1[C:10]2[C:5](=[CH:6][C:7]([C:11]3[CH:20]=[CH:19][C:14]([O:15][CH2:16][C:17]#[N:18])=[CH:13][CH:12]=3)=[CH:8][CH:9]=2)[C:4]([CH2:21][CH2:22][CH2:23][CH2:24][CH3:25])=[C:3]1[C:26]1[CH:31]=[CH:30][CH:29]=[CH:28][CH:27]=1.[N-:32]=[N+:33]=[N-:34].[Na+].[NH4+].[Cl-]>CN(C=O)C>[CH3:1][N:2]1[C:10]2[C:5](=[CH:6][C:7]([C:11]3[CH:20]=[CH:19][C:14]([O:15][CH2:16][C:17]4[NH:34][N:33]=[N:32][N:18]=4)=[CH:13][CH:12]=3)=[CH:8][CH:9]=2)[C:4]([CH2:21][CH2:22][CH2:23][CH2:24][CH3:25])=[C:3]1[C:26]1[CH:27]=[CH:28][CH:29]=[CH:30][CH:31]=1 |f:1.2,3.4|. Procedure: The desired product was prepared using a procedure similar to step 6 of example 3. Thus, [4-(1-methyl-3-pentyl-2-phenyl-1H-indol-5-yl)-phenoxy]-acetonitrile (0.152 g, 0.372 mmol) was reacted with NaN3 (0.121 g, 1.860 mmol) and NH4Cl (0.099 g, 1.860 mmol) in DMF (5 ml) to give the product (0.117 g, 0.259 mmol, 70%) as a white solid, dec. 181-185° C. 1H NMR (DMSO-d6) δ 0.76 (t, J=7.0 Hz, 3H), 1.13-1.22 (m, 4H), 1.51-1.57 (m, 2H), 2.66 (t, J=7.5 Hz, 2H), 3.56 (s, 3H), 5.53 (s, 2H), 7.15 (d, J=8.7 H...